The task is: describe an organic reaction: reactants, conditions, products, and yield. This data is from the Open Reaction Database (ORD), a public repository of structured organic reaction records. The reactants are C(C)(C)(C)OC(=O)NC(C(=O)OCC)(CC(=O)OC1CC(CCC1C(C)C)C)C(N)=O (Ethyl 2-(tert-butoxycarbonylamino)-2-carbamoyl-3-[(−)-menthyloxycarbonyl]propionate). Run in CC(=O)C (acetone). Product: C(C)(C)(C)OC(=O)N[C@](C(=O)OCC)(CC(=O)OC1CC(CCC1C(C)C)C)C(N)=O (ethyl (2R)-2-(tert-butoxycarbonylamino)-2-carbamoyl-3-[(−)-menthyloxycarbonyl]propionate). Isolated yield 11.9%. Reaction SMILES: [C:1]([O:5][C:6]([NH:8][C:9]([C:29](=[O:31])[NH2:30])([CH2:15][C:16]([O:18][CH:19]1[CH:24]([CH:25]([CH3:27])[CH3:26])[CH2:23][CH2:22][CH:21]([CH3:28])[CH2:20]1)=[O:17])[C:10]([O:12][CH2:13][CH3:14])=[O:11])=[O:7])([CH3:4])([CH3:3])[CH3:2]>CC(C)=O>[C:1]([O:5][C:6]([NH:8][C@@:9]([C:29](=[O:31])[NH2:30])([CH2:15][C:16]([O:18][CH:19]1[CH:24]([CH:25]([CH3:26])[CH3:27])[CH2:23][CH2:22][CH:21]([CH3:28])[CH2:20]1)=[O:17])[C:10]([O:12][CH2:13][CH3:14])=[O:11])=[O:7])([CH3:2])([CH3:4])[CH3:3]. Procedure: Ethyl 2-(tert-butoxycarbonylamino)-2-carbamoyl-3-[(−)-menthyloxycarbonyl]propionate (737 mg, 1.67 mmol) was dissolved in acetone (3.69 g) and the solution was placed at 5-10° C. The precipitated crystals were filtered to give ethyl (2R)-2-(tert-butoxycarbonylamino)-2-carbamoyl-3-[(−)-menthyloxycarbonyl]propionate (88 mg) as a white crystal. mp. 176° C., optical purity: 82.6% d.e.